Task: describe an organic reaction: reactants, conditions, products, and yield. Dataset: the Open Reaction Database (ORD), a public repository of structured organic reaction records Reactants: NC=1C=C(C=C(C1)N)NS(=O)(=O)C1=CC=C(C=C1)NC(C)=O (N-[4-(3,5-diamino-phenylsulfamoyl)-phenyl]-acetamide), [Cl-].[NH4+] (ammonium chloride). Run in [OH-].[Na+] (NaOH). The product is NC1=CC=C(C=C1)S(=O)(=O)NC1=CC(=CC(=C1)N)N (4-amino-N-(3,5-diamino-phenyl)benzenesulfonamide). The yield is 54.4%. Reaction SMILES: [NH2:1][C:2]1[CH:3]=[C:4]([NH:9][S:10]([C:13]2[CH:18]=[CH:17][C:16]([NH:19]C(=O)C)=[CH:15][CH:14]=2)(=[O:12])=[O:11])[CH:5]=[C:6]([NH2:8])[CH:7]=1.[Cl-].[NH4+]>[OH-].[Na+]>[NH2:19][C:16]1[CH:15]=[CH:14][C:13]([S:10]([NH:9][C:4]2[CH:5]=[C:6]([NH2:8])[CH:7]=[C:2]([NH2:1])[CH:3]=2)(=[O:12])=[O:11])=[CH:18][CH:17]=1 |f:1.2,3.4|. Procedure details: 0.105 g (0.00033 mol) of N-[4-(3,5-diamino-phenylsulfamoyl)-phenyl]-acetamide was dissolved in 6.5 ml of 1N NaOH and boiled at reflux for 15 hours. The reaction mixture was treated with 50 ml of saturated ammonium chloride solution and extracted twice with 100 ml of ethyl acetate each time. The combined organic phases were washed with saturated sodium chloride solution and dried over MgSO4. After removal of the solvent the residue was chromatographed on aluminium oxide (neutral, activity 1), fir... Reactants: COC1=CC=C(C(=O)C2CCN(CC2)C2C(NCC2)=O)C=C1 (3-[4-(4-methoxy-benzoyl)-piperidin-1-yl]-pyrrolidin-2-one), ClCC=1NC(C2=C(N1)CCOC2)=O (2-chloromethyl-3,5,7,8-tetrahydro-pyrano[4,3-d]pyrimidin-4-one), [H-].[Na+] (sodium hydride). Run in C1CCOC1 (THF), CN(C)C=O (DMF), CCOCC (ether). Reaction conditions: temperature 70 celsius. Product: COC1=CC=C(C(=O)C2CCN(CC2)C2C(N(CC2)CC=2NC(C3=C(N2)CCOC3)=O)=O)C=C1 (2-{3-[4-(4-Methoxy-benzoyl)-piperidin-1-yl]-2-oxo-pyrrolidin-1-ylmethyl}-3,5,7,8-tetrahydro-pyrano[4,3-d]pyrimidin-4-one). Yield: 107.9%. Reaction SMILES: [CH3:1][O:2][C:3]1[CH:22]=[CH:21][C:6]([C:7]([CH:9]2[CH2:14][CH2:13][N:12]([CH:15]3[CH2:19][CH2:18][NH:17][C:16]3=[O:20])[CH2:11][CH2:10]2)=[O:8])=[CH:5][CH:4]=1.Cl[CH2:24][C:25]1[NH:26][C:27](=[O:35])[C:28]2[CH2:34][O:33][CH2:32][CH2:31][C:29]=2[N:30]=1.[H-].[Na+]>C1COCC1.CN(C=O)C.CCOCC>[CH3:1][O:2][C:3]1[CH:4]=[CH:5][C:6]([C:7]([CH:9]2[CH2:14][CH2:13][N:12]([CH:15]3[CH2:19][CH2:18][N:17]([CH2:24][C:25]4[NH:26][C:27](=[O:35])[C:28]5[CH2:34][O:33][CH2:32][CH2:31][C:29]=5[N:30]=4)[C:16]3=[O:20])[CH2:11][CH2:10]2)=[O:8])=[CH:21][CH:22]=1 |f:2.3|. Procedure details: To a solution of 3-[4-(4-methoxy-benzoyl)-piperidin-1-yl]-pyrrolidin-2-one (43.7 mmol, 13.2 g) and 2-chloromethyl-3,5,7,8-tetrahydro-pyrano[4,3-d]pyrimidin-4-one (48 mmol, 9.6 g) in THF (400 mL) and DMF formula (20 mL) was added sodium hydride (60%, 153 mmol, 6.1 g) and heated to 70° C. for 1 hour. The reaction was allowed to cool to ambient temperature, diluted with 1 L of ether, and the resulting solid in suspension was filtered and dried under vacuum provided the title compound as an off-whit... The reactants are O1C(=NC2=C1C=CC=C2)C=2C=CC(=C(N)C2)NC2CCOCC2 (5-(benzoxazol-2-yl)-2-(tetrahydropyran-4-yl)aminoaniline), C1(=CC=CC=C1)C#CC=O (phenylpropargylaldehyde), OOS(=O)[O-].[K+] (oxone), C([O-])([O-])=O.[K+].[K+] (potassium carbonate). Solvent: CN(C=O)C (dimethylformamide). Run at time 3 hour. Yields the product O1C(=NC2=C1C=CC=C2)C2=CC1=C(N(C(=N1)C#CC1=CC=CC=C1)C1CCOCC1)C=C2 (5-(benzoxazol-2-yl)-2-(2-phenylethynyl)-1-(tetrahydropyran-4-yl)benzimidazole). The yield is 40.1%. As a reaction SMILES: [O:1]1[C:5]2[CH:6]=[CH:7][CH:8]=[CH:9][C:4]=2[N:3]=[C:2]1[C:10]1[CH:11]=[CH:12][C:13]([NH:17][CH:18]2[CH2:23][CH2:22][O:21][CH2:20][CH2:19]2)=[C:14]([CH:16]=1)[NH2:15].[C:24]1([C:30]#[C:31][CH:32]=O)[CH:29]=[CH:28][CH:27]=[CH:26][CH:25]=1.OOS([O-])=O.[K+].C(=O)([O-])[O-].[K+].[K+]>CN(C)C=O>[O:1]1[C:5]2[CH:6]=[CH:7][CH:8]=[CH:9][C:4]=2[N:3]=[C:2]1[C:10]1[CH:11]=[CH:12][C:13]2[N:17]([CH:18]3[CH2:23][CH2:22][O:21][CH2:20][CH2:19]3)[C:32]([C:31]#[C:30][C:24]3[CH:29]=[CH:28][CH:27]=[CH:26][CH:25]=3)=[N:15][C:14]=2[CH:16]=1 |f:2.3,4.5.6|. Procedure: To a solution of 5-(benzoxazol-2-yl)-2-(tetrahydropyran-4-yl)aminoaniline (see Working Example 20-2) (38.0 mg, 0.119 mmol) in dimethylformamide (2 mL) was added phenylpropargylaldehyde (ca. 90%, 22.6 μL, 0.360 mmol) and oxone (73.2 mg, 0.119 mmol), and this was stirred at room temperature for 3 hours. After the reaction was complete, aqueous potassium carbonate solution was added, this was filtered and washed with water. The crystals obtained were purified by silica gel column chromatography to ... Reactants: CCN(CC)CCc1ccc(Br)cc1, O=C1NCCc2c(Br)[nH]c3cccc1c23, CC(=O)[O-], CO, ClC(Cl)Cl, [K+], [Na+], [Na+], O=C([O-])[O-], O. Product: CCN(CC)CCc1ccc(-c2[nH]c3cccc4c3c2CCNC4=O)cc1. As a reaction SMILES: [Br:1][c:2]1[cH:3][cH:4][c:5]([CH2:8][CH2:9][N:10]([CH2:11][CH3:12])[CH2:13][CH3:14])[cH:6][cH:7]1.[Br:20][c:21]1[nH:22][c:23]2[cH:24][cH:25][cH:26][c:27]3[c:28]2[c:29]1[CH2:30][CH2:31][NH:32][C:33]3=[O:34].[CH3:16][C:17](=[O:18])[O-:19].[CH3:41][OH:42].[Cl:43][CH:44]([Cl:45])[Cl:46].[K+:15].[Na+:35].[Na+:36].[O-:37][C:38](=[O:39])[O-:40].[OH2:47]>>[c:2]1(-[c:21]2[nH:22][c:23]3[cH:24][cH:25][cH:26][c:27]4[c:28]3[c:29]2[CH2:30][CH2:31][NH:32][C:33]4=[O:34])[cH:3][cH:4][c:5]([CH2:8][CH2:9][N:10]([CH2:11][CH3:12])[CH2:13][CH3:14])[cH:6][cH:7]1. The reactants are CC(C)(C)OC(=O)NCCCCC(N)C(=O)N1CCCC1C(=O)OC(C)(C)C, CCOC(=O)C=CC(=O)c1ccccc1, CCOC(C)=O, CCOCC. Product: CCOC(=O)C(CC(=O)c1ccccc1)NC(CCCCNC(=O)OC(C)(C)C)C(=O)N1CCCC1C(=O)OC(C)(C)C. Reaction SMILES: [C:1]([CH3:2])([CH3:3])([CH3:4])[O:5][C:6]([CH:7]1[N:8]([C:12]([CH:13]([NH2:14])[CH2:15][CH2:16][CH2:17][CH2:18][NH:19][C:20](=[O:21])[O:22][C:23]([CH3:24])([CH3:25])[CH3:26])=[O:27])[CH2:9][CH2:10][CH2:11]1)=[O:28].[CH2:29]([CH3:30])[O:31][C:32]([CH:33]=[CH:34][C:35]([c:36]1[cH:37][cH:38][cH:39][cH:40][cH:41]1)=[O:42])=[O:43].[CH3:44][CH2:45][O:46][C:47](=[O:48])[CH3:49].[CH3:50][CH2:51][O:52][CH2:53][CH3:54]>>[C:1]([CH3:2])([CH3:3])([CH3:4])[O:5][C:6]([CH:7]1[N:8]([C:12]([CH:13]([NH:14][CH:33]([C:32]([O:31][CH2:29][CH3:30])=[O:43])[CH2:34][C:35]([c:36]2[cH:37][cH:38][cH:39][cH:40][cH:41]2)=[O:42])[CH2:15][CH2:16][CH2:17][CH2:18][NH:19][C:20](=[O:21])[O:22][C:23]([CH3:24])([CH3:25])[CH3:26])=[O:27])[CH2:9][CH2:10][CH2:11]1)=[O:28]. The reactants are NC1=C2C(=NC=N1)N(N=C2C2=C(C=C(C=C2)OC2=CC=CC=C2)F)C[C@H]2N(CCC2)C(CC#N)=O (3-[(2S)-2-[[4-amino-3-(2-fluoro-4-phenoxy-phenyl)pyrazolo[3,4-d]pyrimidin-1-yl]methyl]pyrrolidin-1-yl]-3-oxo-propanenitrile), O1CC(C1)C=O (oxetane-3-carbaldehyde), N1CCCCC1 (piperidine). The solvent is C(C)O (ethanol). Reaction conditions: time 3 hour. Yields the product NC1=C2C(=NC=N1)N(N=C2C2=C(C=C(C=C2)OC2=CC=CC=C2)F)C[C@H]2N(CCC2)C(=O)C(C#N)=CC2(COC2)C (2-[(2S)-2-[[4-amino-3-(2-fluoro-4-phenoxy-phenyl)pyrazolo[3,4-d]pyrimidin-1-yl]methyl]pyrrolidine-1-carbonyl]-3-(3-methyloxetan-3-yl)prop-2-enenitrile). Reaction SMILES: [NH2:1][C:2]1[N:7]=[CH:6][N:5]=[C:4]2[N:8]([CH2:25][C@@H:26]3[CH2:30][CH2:29][CH2:28][N:27]3[C:31](=[O:35])[CH2:32][C:33]#[N:34])[N:9]=[C:10]([C:11]3[CH:16]=[CH:15][C:14]([O:17][C:18]4[CH:23]=[CH:22][CH:21]=[CH:20][CH:19]=4)=[CH:13][C:12]=3[F:24])[C:3]=12.[O:36]1[CH2:39][CH:38]([CH:40]=O)[CH2:37]1.N1CCCC[CH2:43]1>C(O)C>[NH2:1][C:2]1[N:7]=[CH:6][N:5]=[C:4]2[N:8]([CH2:25][C@@H:26]3[CH2:30][CH2:29][CH2:28][N:27]3[C:31]([C:32](=[CH:43][C:38]3([CH3:40])[CH2:39][O:36][CH2:37]3)[C:33]#[N:34])=[O:35])[N:9]=[C:10]([C:11]3[CH:16]=[CH:15][C:14]([O:17][C:18]4[CH:19]=[CH:20][CH:21]=[CH:22][CH:23]=4)=[CH:13][C:12]=3[F:24])[C:3]=12. Procedure details: To a slurry of 3-[(2S)-2-[[4-amino-3-(2-fluoro-4-phenoxy-phenyl)pyrazolo[3,4-d]pyrimidin-1-yl]methyl]pyrrolidin-1-yl]-3-oxo-propanenitrile (74.mg, 0.16 mmol) in ethanol (3 mL) was added 3-methy)oxetane-3-carbaldehyde (78.54 mg, 0.78 mmol) and then piperidine (0.02 mL, 0.16 mmol) and the mixture heated to 80° C. with stirring. After 3 h, the mixture was cooled and partitioned between ethyl acetate and water. The organic phase was washed with brine, dried over sodium sulfate, and the filtered. Sol... Starting materials: [OH-].[Na+] (sodium hydroxide), ClC1=C(C(=O)OC)C=CC(=C1)SC(=S)OCC (methyl 2-chloro-4-(ethoxycarbonothioylthio)benzoate), C(O)([O-])=O.[Na+] (sodium hydrogen carbonate), Cl (HCl). The solvent is O (H2O), O (H2O), CCO (EtOH), S(O)(O)(=O)=O.CO (sulfuric acid methanol). Run at temperature 70 celsius. Yields the product ClC1=C(C(=O)OC)C=CC(=C1)S (methyl 2-chloro-4-mercaptobenzoate). RXN SMILES: [OH-].[Na+].[Cl:3][C:4]1[CH:13]=[C:12]([S:14]C(OCC)=S)[CH:11]=[CH:10][C:5]=1[C:6]([O:8][CH3:9])=[O:7].Cl.C(=O)([O-])O.[Na+]>O.CCO.S(=O)(=O)(O)O.CO>[Cl:3][C:4]1[CH:13]=[C:12]([SH:14])[CH:11]=[CH:10][C:5]=1[C:6]([O:8][CH3:9])=[O:7] |f:0.1,4.5,8.9|. Procedure: 8 g of methyl 4-amino-2-chlorobenzoate was dissolved in 16 mL of MeOH, 8 mL of H2O and 8 mL of concentrated hydrochloric acid and was then cooled to 0° C. A solution of 3.9 g of sodium nitrite in 15 mL of H2O was added dropwise over 30 min. The reaction was stirred at 0° C. for an additional 1 h. The cold diazonating mixture was added to a solution of 13.8 g of potassium ethyl xanthate in 10 mL of H2O at 50˜60° C. The reaction was heated to 65° C. for 2 h and monitored by TLC until complete. The... The reactants are CS(=O)(=O)O, Cc1ccccc1, Cc1nc(CO)nc2c1CCC(=O)N2Cc1ccc(-c2ccccc2-c2nnnn2C(C)(C)C)cc1. Product: Cc1nc(CO)nc2c1CCC(=O)N2Cc1ccc(-c2ccccc2-c2nnn[nH]2)cc1. Reaction SMILES: [CH3:37][S:38](=[O:39])(=[O:40])[OH:41].[CH3:42][c:43]1[cH:44][cH:45][cH:46][cH:47][cH:48]1.[OH:1][CH2:2][c:3]1[n:4][c:5]([CH3:36])[c:6]2[c:7]([n:8]1)[N:9]([CH2:14][c:15]1[cH:16][cH:17][c:18](-[c:21]3[c:22](-[c:27]4[n:28][n:29][n:30][n:31]4[C:32]([CH3:33])([CH3:34])[CH3:35])[cH:23][cH:24][cH:25][cH:26]3)[cH:19][cH:20]1)[C:10](=[O:13])[CH2:11][CH2:12]2>>[OH:1][CH2:2][c:3]1[n:4][c:5]([CH3:36])[c:6]2[c:7]([n:8]1)[N:9]([CH2:14][c:15]1[cH:16][cH:17][c:18](-[c:21]3[c:22](-[c:27]4[n:28][n:29][n:30][nH:31]4)[cH:23][cH:24][cH:25][cH:26]3)[cH:19][cH:20]1)[C:10](=[O:13])[CH2:11][CH2:12]2.